Dataset: the Open Reaction Database (ORD), a public repository of structured organic reaction records. Task: describe an organic reaction: reactants, conditions, products, and yield The reactants are C1OC=2C(=CC3=C(C(CSC3C(=O)OCC)=O)C2)OC1 (ethyl 6,7-ethylenedioxy-3,4-dihydro-1H-2-benzothiopyran-4-one-1-carboxylate), [OH-].[Na+] (NaOH), O (water). The solvent is C(C)O (ethanol). Reaction conditions: time 1 hour. Product: C1OC=2C(=CC3=C(C(CSC3C(=O)O)=O)C2)OC1 (6,7-ethylenedioxy-3,4-dihydro-1H-2-benzothiopyran-4-one-1-carboxylic acid). As a reaction SMILES: [CH2:1]1[CH2:20][O:19][C:4]2=[CH:5][C:6]3[CH:11]([C:12]([O:14]CC)=[O:13])[S:10][CH2:9][C:8](=[O:17])[C:7]=3[CH:18]=[C:3]2[O:2]1.[OH-].[Na+].O>C(O)C>[CH2:1]1[CH2:20][O:19][C:4]2=[CH:5][C:6]3[CH:11]([C:12]([OH:14])=[O:13])[S:10][CH2:9][C:8](=[O:17])[C:7]=3[CH:18]=[C:3]2[O:2]1 |f:1.2|. Reported procedure: In ethanol (200 ml) was suspended ethyl 6,7-ethylenedioxy-3,4-dihydro-1H-2-benzothiopyran-4-one-1-carboxylate (55 g) followed by addition of 2N-NaOH (200 ml). The mixture was stirred at room temperature for one hour. The reaction mixture was poured into water, acidified and extracted with ethyl acetate. The ethyl acetate layer was washed with water, dried (MgSO4) and the solvent was distilled off to give 6,7-ethylenedioxy-3,4-dihydro-1H-2-benzothiopyran-4-one-1-carboxylic acid (32.5 g, yield (65... Starting materials: Cl.COC(CC(C1=CC=C(C=C1)OC)N)=O (3-amino-3-(4-methoxyphenyl)propionic acid methyl ester hydrochloride), C([O-])([O-])=O.[Na+].[Na+] (sodium carbonate), C(=O)(OCC)N1C(C=2C(C1=O)=CC=CC2)=O (N-carboethoxyphthalimide). The solvent is O (water), C(C)#N (acetonitrile). Conditions: time 1 hour. Product: C1(C=2C(C(N1C(CC(=O)OC)C1=CC=C(C=C1)OC)=O)=CC=CC2)=O (methyl 3-phthalimido-3-(4-methoxyphenyl)propionate). Isolated yield 82.1%. Reaction SMILES: Cl.[CH3:2][O:3][C:4](=[O:16])[CH2:5][CH:6]([NH2:15])[C:7]1[CH:12]=[CH:11][C:10]([O:13][CH3:14])=[CH:9][CH:8]=1.C(=O)([O-])[O-].[Na+].[Na+].C(N1[C:32](=[O:33])[C:31]2=[CH:34][CH:35]=[CH:36][CH:37]=[C:30]2[C:29]1=[O:38])(OCC)=O>O.C(#N)C>[C:29]1(=[O:38])[N:15]([CH:6]([C:7]2[CH:12]=[CH:11][C:10]([O:13][CH3:14])=[CH:9][CH:8]=2)[CH2:5][C:4]([O:3][CH3:2])=[O:16])[C:32](=[O:33])[C:31]2=[CH:34][CH:35]=[CH:36][CH:37]=[C:30]12 |f:0.1,2.3.4|. Procedure: To a stirred solution of 3-amino-3-(4-methoxyphenyl)propionic acid methyl ester hydrochloride (1.50 g, 6.1 mmol) and sodium carbonate (90.65 g, 6.1 mmol) in 40 mL of water was added N-carboethoxyphthalimide (1.34 g, 6.1 mmol) in 12 mL of acetonitrile. The reaction mixture was stirred at room temperature for 1 hour. The reaction mixture was partially concentrated and this mixture was stirred for 72 hours. The resulting slurry was filtered and the solid was washed with copious amount of water. The... Reactants: CC=1C(=NC=CC1)CN(C1CCNCC1)CC1=NC=CC=C1C (Bis-(3-methyl-pyridin-2-ylmethyl)-piperidin-4-yl-amine), S(=O)(=O)(N)N (sulfamide). Solvent: O1CCOCC1 (1,4-dioxane). Run at temperature 100 celsius, time 4 hour. Product: CC=1C(=NC=CC1)CN(C1CCN(CC1)S(=O)(=O)N)CC1=NC=CC=C1C (4-[bis-(3-methyl-pyridin-2-ylmethyl)-amino]-piperidine-1-sulfonic acid amide). The yield is 61.5%. As a reaction SMILES: [CH3:1][C:2]1[C:3]([CH2:8][N:9]([CH2:16][C:17]2[C:22]([CH3:23])=[CH:21][CH:20]=[CH:19][N:18]=2)[CH:10]2[CH2:15][CH2:14][NH:13][CH2:12][CH2:11]2)=[N:4][CH:5]=[CH:6][CH:7]=1.[S:24](N)([NH2:27])(=[O:26])=[O:25]>O1CCOCC1>[CH3:1][C:2]1[C:3]([CH2:8][N:9]([CH2:16][C:17]2[C:22]([CH3:23])=[CH:21][CH:20]=[CH:19][N:18]=2)[CH:10]2[CH2:15][CH2:14][N:13]([S:24]([NH2:27])(=[O:26])=[O:25])[CH2:12][CH2:11]2)=[N:4][CH:5]=[CH:6][CH:7]=1. Procedure details: To a solution of COMPOUND 249 (0.1882 g, 0.61 mmol) in 1,4-dioxane (25 mL) was added sulfamide (0.5826 g, 6.06 mmol), and stirred at 100° C. for 4 hours. The mixture was concentrated and water (20 mL) was added and extracted with CH2Cl2 (2×75 mL). The combined organic extracts were washed with water (2×30 mL), dried (Na2SO4), filtered and concentrated. Purification of the crude material by column chromatography on silica gel (33:1:1 CH2Cl2-MeOH—NH4OH) provided 0.1461 g (59%) of COMPOUND 342 as a... Starting materials: Cc1c(Cl)cc[n+]([O-])c1C, [H-], [Na+], Cc1ncsc1CCS. Product: Cc1ncsc1CCSc1cc[n+]([O-])c(C)c1C. As a reaction SMILES: [Cl:1][c:2]1[c:3]([CH3:10])[c:4]([CH3:9])[n+:5]([O-:8])[cH:6][cH:7]1.[H-:20].[Na+:21].[SH:11][CH2:12][CH2:13][c:14]1[c:15]([CH3:19])[n:16][cH:17][s:18]1>>[c:2]1([S:11][CH2:12][CH2:13][c:14]2[c:15]([CH3:19])[n:16][cH:17][s:18]2)[c:3]([CH3:10])[c:4]([CH3:9])[n+:5]([O-:8])[cH:6][cH:7]1. As a reaction SMILES: [NH2:1][C@@H:2]1[C:14](=[O:15])[N:4]2[C:5]([C:11]([OH:13])=[O:12])=[C:6]([CH2:9][OH:10])[CH2:7][S:8][C@H:3]12.C(=O)([O-])O.[Na+].Cl.ClCC([NH:26][C:27]1[S:28][CH:29]=[C:30](/[C:32](=[N:36]/[O:37][CH3:38])/[C:33](Cl)=[O:34])[N:31]=1)=O.Cl>C(OCC)(=O)C.O.O1CCCC1>[NH2:26][C:27]1[S:28][CH:29]=[C:30](/[C:32](=[N:36]/[O:37][CH3:38])/[C:33]([NH:1][C@@H:2]2[C:14](=[O:15])[N:4]3[C:5]([C:11]([OH:13])=[O:12])=[C:6]([CH2:9][OH:10])[CH2:7][S:8][C@H:3]23)=[O:34])[N:31]=1 |f:1.2,3.4|. Yields the product NC=1SC=C(N1)/C(/C(=O)N[C@H]1[C@@H]2N(C(=C(CS2)CO)C(=O)O)C1=O)=N/OC (7β-[2-(2-aminothiazol-4-yl)-(Z)-2-methoxyiminoacetamido]-3-hydroxymethyl-3-cephem-4-carboxylic acid). Solvent: O1CCCC1 (tetrahydrofuran), O (water), O1CCCC1 (THF), C(C)(=O)OCC (ethyl acetate), O (water), mixture. Reported procedure: In 800 ml of a mixture (1:1) of water and tetrahydrofuran (hereinafter abbreviated as "THF") was suspended 16.9 g of 7β-amino-3-hydroxymethyl-3-cephem-4-carboxylic acid, to which was added, while stirring under ice-cooling, 27.72 g of sodium hydrogencarbonate. To the mixture was then added 29.4 of 2-(2-chloroacetamidothiazol-4-yl)-(Z)-2-methoxyiminoacetyl chloride hydrochloride gradually, followed by stirring for 30 minutes. To the reaction mixture were added 150 ml of water and 200 ml of ethyl ... Reactants: N[C@H]1[C@@H]2N(C(=C(CS2)CO)C(=O)O)C1=O (7β-amino-3-hydroxymethyl-3-cephem-4-carboxylic acid), sodium N-methyl dithiocarbamate, Cl (HCl), C(O)([O-])=O.[Na+] (sodium hydrogencarbonate), Cl.ClCC(=O)NC=1SC=C(N1)/C(/C(=O)Cl)=N/OC (2-(2-chloroacetamidothiazol-4-yl)-(Z)-2-methoxyiminoacetyl chloride hydrochloride). Starting materials: CC1=NC(=CC=C1C(C)O)C1=CC=C(C=C1)C(F)(F)F ([rac]-1-[2-methyl-6-(4-trifluoromethyl-phenyl)-pyridin-3-yl]-ethanol), O=S(Cl)Cl (SOCl2). Run in C(Cl)Cl (CH2Cl2). Product: ClC(C)C=1C(=NC(=CC1)C1=CC=C(C=C1)C(F)(F)F)C ([rac]-3-(1-Chloro-ethyl)-2-methyl-6-(4-trifluoromethyl-phenyl)-pyridine). Reaction SMILES: [CH3:1][C:2]1[C:7]([CH:8](O)[CH3:9])=[CH:6][CH:5]=[C:4]([C:11]2[CH:16]=[CH:15][C:14]([C:17]([F:20])([F:19])[F:18])=[CH:13][CH:12]=2)[N:3]=1.O=S(Cl)[Cl:23]>C(Cl)Cl>[Cl:23][CH:8]([C:7]1[C:2]([CH3:1])=[N:3][C:4]([C:11]2[CH:16]=[CH:15][C:14]([C:17]([F:20])([F:19])[F:18])=[CH:13][CH:12]=2)=[CH:5][CH:6]=1)[CH3:9]. Procedure: 0.472 g (1.68 mmol) of the above prepared [rac]-1-[2-methyl-6-(4-trifluoromethyl-phenyl)-pyridin-3-yl]-ethanol was dissolved in 8 ml of CH2Cl2 and treated dropwise at 0° C. with 0.399 ml (2 eq.) of SOCl2. The reaction mixture was kept at 0° for 5 Min. and at RT for 30 Min. Pouring onto crashed ice/NaHCO3, twofold extraction with AcOEt, washing with water, drying over sodium sulfate, and evaporation of the solvents yielded 0.488 g of pure title compound as light yellow oil.